From a dataset of the Open Reaction Database (ORD), a public repository of structured organic reaction records. describe an organic reaction: reactants, conditions, products, and yield The reactants are CC(C)(C)C(=O)OCI, CCOC(C)=O, [Na+], CN(C)C=O, COc1ccc(C2=C(C(=O)[O-])N3C(=O)C(C(C)O)C3C2)cc1. Yields the product COc1ccc(C2=C(C(=O)OCOC(=O)C(C)(C)C)N3C(=O)C(C(C)O)C3C2)cc1. As a reaction SMILES: [C:24]([C:25]([CH3:26])([CH3:27])[CH3:28])(=[O:29])[O:30][CH2:31][I:32].[CH3:33][CH2:34][O:35][C:36](=[O:37])[CH3:38].[Na+:23].[O:39]=[CH:40][N:41]([CH3:42])[CH3:43].[OH:1][CH:2]([CH3:3])[CH:4]1[CH:5]2[CH2:6][C:7]([c:15]3[cH:16][cH:17][c:18]([O:21][CH3:22])[cH:19][cH:20]3)=[C:8]([C:12](=[O:13])[O-:14])[N:9]2[C:10]1=[O:11]>>[OH:1][CH:2]([CH3:3])[CH:4]1[CH:5]2[CH2:6][C:7]([c:15]3[cH:16][cH:17][c:18]([O:21][CH3:22])[cH:19][cH:20]3)=[C:8]([C:12]([O:13][CH2:31][O:30][C:24]([C:25]([CH3:26])([CH3:27])[CH3:28])=[O:29])=[O:14])[N:9]2[C:10]1=[O:11].